This data is from the Open Reaction Database (ORD), a public repository of structured organic reaction records. The task is: describe an organic reaction: reactants, conditions, products, and yield Starting materials: C(=O)(O)[O-].[Na+] (NaHCO3), N1=CC=CC=C1 (pyridine), FC1=CC=C(C=C1)NC(O[C@H]1C2=CC3=C(OCO3)C=C2[C@H]([C@H]2[C@H]1C(OC2)=O)C2=CC(=C(C(=C2)OC)O)OC)=O ((5R,5aR,8aS,9R)-9-(4-hydroxy-3,5-dimethoxyphenyl)-6-oxo-5,5a,6,8,8a,9-hexahydrofuro[3′,4′:6,7]naphtho[2,3-d][1,3]dioxol-5-yl 4-fluorophenylcarbamate), ClC(=O)OC1=CC=C(C=C1)[N+](=O)[O-] (para-nitrophenyl chloroformate). Run in ClCCl (dichloromethane), ClCCl (dichloromethane). Run at time 1 hour. Product: C(OC1=C(C=C(C=C1OC)[C@@H]1C2=CC3=C(OCO3)C=C2[C@@H]([C@H]2[C@H]1COC2=O)OC(=O)NC2=CC=C(C=C2)F)OC)(OC2=CC=C(C=C2)[N+](=O)[O-])=O (4-((5R,5aS,8aR,9R)-9-{[(4-fluoroanilino)carbonyl]oxy}-8-oxo-5,5a,6,8,8a,9-hexahydrofuro[3′,4′:6,7]naphtho[2,3-d][1,3]dioxol-5-yl)-2,6-dimethoxyphenyl 4-nitrophenyl carbonate). RXN SMILES: N1C=CC=CC=1.[F:7][C:8]1[CH:13]=[CH:12][C:11]([NH:14][C:15](=[O:45])[O:16][C@@H:17]2[C@@H:29]3[C:30](=[O:33])[O:31][CH2:32][C@H:28]3[C@H:27]([C:34]3[CH:39]=[C:38]([O:40][CH3:41])[C:37]([OH:42])=[C:36]([O:43][CH3:44])[CH:35]=3)[C:26]3[C:18]2=[CH:19][C:20]2[O:24][CH2:23][O:22][C:21]=2[CH:25]=3)=[CH:10][CH:9]=1.Cl[C:47]([O:49][C:50]1[CH:55]=[CH:54][C:53]([N+:56]([O-:58])=[O:57])=[CH:52][CH:51]=1)=[O:48].C([O-])(O)=O.[Na+]>ClCCl>[C:47](=[O:48])([O:49][C:50]1[CH:51]=[CH:52][C:53]([N+:56]([O-:58])=[O:57])=[CH:54][CH:55]=1)[O:42][C:37]1[C:36]([O:43][CH3:44])=[CH:35][C:34]([C@H:27]2[C@@H:28]3[CH2:32][O:31][C:30](=[O:33])[C@H:29]3[C@@H:17]([O:16][C:15]([NH:14][C:11]3[CH:12]=[CH:13][C:8]([F:7])=[CH:9][CH:10]=3)=[O:45])[C:18]3[C:26]2=[CH:25][C:21]2[O:22][CH2:23][O:24][C:20]=2[CH:19]=3)=[CH:39][C:38]=1[O:40][CH3:41] |f:3.4|. Procedure details: 1.07 mmol of pyridine and then, dropwise, a solution of 0.59 mmol of the compound of Example 4 in 5 ml of dichloromethane, are added, under argon, to a solution of 0.83 mmol of para-nitrophenyl chloroformate in 20 ml of anhydrous dichloromethane. After stirring for 1 hour, the reaction mixture is hydrolysed by the addition of a saturated aqueous NaHCO3 solution, and then the extracted organic phases are washed, neutralised, dried, filtered and concentrated under reduced pressure. Chromatography ... The reactants are C=CCOC(=O)COCC1CC(SC(C)=O)CN1C(=O)OCc1ccc([N+](=O)[O-])cc1, CC(=O)O, CCOC(C)=O, [H-], [Na+], C=CCO. The product is C=CCOC(=O)COCC1CC(S)CN1C(=O)OCc1ccc([N+](=O)[O-])cc1. As a reaction SMILES: [C:1](=[O:2])([CH3:3])[S:4][CH:5]1[CH2:6][CH:7]([CH2:23][O:24][CH2:25][C:26](=[O:27])[O:28][CH2:29][CH:30]=[CH2:31])[N:8]([C:10](=[O:11])[O:12][CH2:13][c:14]2[cH:15][cH:16][c:17]([N+:20](=[O:21])[O-:22])[cH:18][cH:19]2)[CH2:9]1.[CH3:34][C:35](=[O:36])[OH:37].[CH3:42][CH2:43][O:44][C:45](=[O:46])[CH3:47].[H-:32].[Na+:33].[OH:38][CH2:39][CH:40]=[CH2:41]>>[SH:4][CH:5]1[CH2:6][CH:7]([CH2:23][O:24][CH2:25][C:26](=[O:27])[O:28][CH2:29][CH:30]=[CH2:31])[N:8]([C:10](=[O:11])[O:12][CH2:13][c:14]2[cH:15][cH:16][c:17]([N+:20](=[O:21])[O-:22])[cH:18][cH:19]2)[CH2:9]1. The reactants are [Na] (sodium), C1(=C(C=CC=C1)S(=O)(=O)NC(=S)NC1=NC(=CC(=N1)C)C)C1=CC=CC=C1 (1-(2-biphenylylsulfonyl)3-(4,6-dimethylpyrimidin-2-yl)thiourea), O (water), CI (methyl iodide). Solvent: C(C)O (ethanol), C(C)#N (acetonitrile). The yield is 38.8%. The product is C1(=C(C=CC=C1)S(=O)(=O)NC(SC)=NC1=NC(=CC(=N1)C)C)C1=CC=CC=C1 (1-(2-biphenylylsulfonyl)3-(4,6-dimethylpyrimidin-2-yl)2-methylisothiourea). As a reaction SMILES: [C:1]1([C:22]2[CH:27]=[CH:26][CH:25]=[CH:24][CH:23]=2)[CH:6]=[CH:5][CH:4]=[CH:3][C:2]=1[S:7]([NH:10][C:11]([NH:13][C:14]1[N:19]=[C:18]([CH3:20])[CH:17]=[C:16]([CH3:21])[N:15]=1)=[S:12])(=[O:9])=[O:8].[Na].[CH3:29]I.O>C(#N)C.C(O)C>[C:1]1([C:22]2[CH:27]=[CH:26][CH:25]=[CH:24][CH:23]=2)[CH:6]=[CH:5][CH:4]=[CH:3][C:2]=1[S:7]([NH:10][C:11](=[N:13][C:14]1[N:15]=[C:16]([CH3:21])[CH:17]=[C:18]([CH3:20])[N:19]=1)[S:12][CH3:29])(=[O:9])=[O:8] |^1:27|. Procedure: 3.98 g of 1-(2-biphenylylsulfonyl)3-(4,6-dimethylpyrimidin-2-yl)thiourea was suspended in 50 ml of dry acetonitrile, and a solution of 0.3 g of metallic sodium in 10 ml of ethanol was added, and the mixture was heated under reflux for 30 minutes. After cooling, 1.85 g of methyl iodide was added, and the mixture was heated under reflux for 5 hours. The reaction mixture was cooled, and then poured into 100 ml of water. The product was extracted with methylene chloride. Methylene chloride was evapo... Starting materials: C1(O)=CC(O)=CC=C1 (resorcinol), C(CCCCC)(=O)OC(CCCCC)=O (hexanoic acid anhydride), C=1(O)C(=C(O)C(=CC1)CCCCCC(=O)O)CCCCCC(=O)O.C(CCCCC)(=O)OC1=CC(=CC=C1)OC(CCCCC)=O (1,3 dihexanoyloxybenzene (resorcinol dihexanoate)), C(CCCCC)(=O)O (hexanoic acid), S(O)(O)(=O)=O (sulfuric acid). Run at temperature 100 celsius. The product is C(CCCCC)(=O)OC1=CC(=CC=C1)OC(CCCCC)=O (1,3 Dihexanoyloxybenzene). Reaction SMILES: C1(C=CC=C(O)C=1)O.C(OC(=O)CCCCC)(=O)CCCCC.S(=O)(=O)(O)O.C1(C(CCCCCC(O)=O)=C(C(CCCCCC(O)=O)=CC=1)O)O.[C:53]([O:60][C:61]1[CH:66]=[CH:65][CH:64]=[C:63]([O:67][C:68](=[O:74])[CH2:69][CH2:70][CH2:71][CH2:72][CH3:73])[CH:62]=1)(=[O:59])[CH2:54][CH2:55][CH2:56][CH2:57][CH3:58].C(O)(=O)CCCCC>>[C:53]([O:60][C:61]1[CH:66]=[CH:65][CH:64]=[C:63]([O:67][C:68](=[O:74])[CH2:69][CH2:70][CH2:71][CH2:72][CH3:73])[CH:62]=1)(=[O:59])[CH2:54][CH2:55][CH2:56][CH2:57][CH3:58] |f:3.4|. Procedure: In a reaction vessel, resorcinol is placed with an equimolar amount of hexanoic acid anhydride (from Aldrich Chemicals). Concentrated sulfuric acid (98%) is added to the solution and heated at 100° C. for 3 hours. A crude reaction product was obtained from this acid catalysis containing the 1,3 dihexanoyloxybenzene (resorcinol dihexanoate) and hexanoic acid. Reactants: ClC1=NC(=C2N=CN(C2=N1)COCC[Si](C)(C)C)Cl (2,6-dichloro-9-{[2-(trimethylsilyl)ethoxy]methyl}-9H-purine), C1(=CC=CC=C1)P(C1=CC=CC=C1)C1=CC=CC=C1 (triphenylphosphine), aqueous solution, [OH-].[Na+] (sodium hydroxide), C(#C)OCC (ethyl ethynyl ether), B.O1CCCC1 (borane tetrahydrofuran). The reagents and catalysts are C(C)(=O)[O-].[Pd+2].C(C)(=O)[O-] (palladium acetate). Solvent: C(C)(=O)OCC (ethyl acetate), O1CCCC1 (tetrahydrofuran), O1CCCC1 (tetrahydrofuran). Run at time 3 hour. The product is ClC1=NC(=C2N=CN(C2=N1)COCC[Si](C)(C)C)\C=C\OCC (2-chloro-6-[(E)-2-ethoxyvinyl]-9-{[2-(trimethylsilyl)ethoxy]methyl}-9H-purine). Isolated yield 20.3%. As a reaction SMILES: [C:1]([O:3][CH2:4][CH3:5])#[CH:2].B.O1CCCC1.[Cl:12][C:13]1[N:21]=[C:20]2[C:16]([N:17]=[CH:18][N:19]2[CH2:22][O:23][CH2:24][CH2:25][Si:26]([CH3:29])([CH3:28])[CH3:27])=[C:15](Cl)[N:14]=1.C1(P(C2C=CC=CC=2)C2C=CC=CC=2)C=CC=CC=1.[OH-].[Na+]>O1CCCC1.C(OCC)(=O)C.C([O-])(=O)C.[Pd+2].C([O-])(=O)C>[Cl:12][C:13]1[N:21]=[C:20]2[C:16]([N:17]=[CH:18][N:19]2[CH2:22][O:23][CH2:24][CH2:25][Si:26]([CH3:29])([CH3:28])[CH3:27])=[C:15](/[CH:2]=[CH:1]/[O:3][CH2:4][CH3:5])[N:14]=1 |f:1.2,5.6,9.10.11|. Reported procedure: 2 g of ethyl ethynyl ether (50% v/v hexane solution) was dissolved in 20 mL of tetrahydrofuran, and 4.7 mL of borane-tetrahydrofuran complex (1.0M tetrahydrofuran solution) was added under an ice-cold condition. After stirring the mixture at room temperature for 3 hours, 50 mL of tetrahydrofuran, 3 g of 2,6-dichloro-9-{[2-(trimethylsilyl)ethoxy]methyl}-9H-purine [56-1], 222 mg of triphenylphosphine, 63 mg of palladium acetate, and 7.0 mL of 4N aqueous solution of sodium hydroxide were added, and...